describe an organic reaction: reactants, conditions, products, and yield From a dataset of the Open Reaction Database (ORD), a public repository of structured organic reaction records. Yields the product O=C(CCCCCCNC(=O)N1CC2=CC=CC=C2C1)NC[C@@H]1COCC1 (N-(7-oxo-7-{[(3R)-tetrahydrofuran-3-ylmethyl]amino}heptyl)-1,3-dihydro-2H-isoindole-2-carboxamide). Procedure details: The title compound was prepared as described in Example 1C, substituting (R)-(tetrahydrofuran-3-yl)methanamine for 3-phenylpropan-1-amine and 7-(isoindoline-2-carboxamido)heptanoic acid for 4-(isoindoline-2-carboxamido)benzoic acid. 1H NMR (300 MHz, DMSO-d6) δ ppm 7.85 (t, J=5.76 Hz, 1H) 7.20-7.37 (m, 4H) 6.26 (t, J=5.59 Hz, 1H) 4.57 (s, 4H) 3.49-3.79 (m, 3H) 3.35 (dd, J=8.48, 5.43 Hz, 1H) 2.94-3.15 (m, 4H) 2.18-2.38 (m, 1H) 2.05 (t, J=7.29 Hz, 2H) 1.79-1.98 (m, 1H) 1.35-1.60 (m, 7H) 1.17-1.35 (... The reactants are C1(=CC=CC=C1)CCCN (3-phenylpropan-1-amine), C1N(CC2=CC=CC=C12)C(=O)NCCCCCCC(=O)O (7-(isoindoline-2-carboxamido)heptanoic acid), C1N(CC2=CC=CC=C12)C(=O)NC1=CC=C(C(=O)O)C=C1 (4-(isoindoline-2-carboxamido)benzoic acid). RXN SMILES: [C:1]1([CH2:7][CH2:8][CH2:9][NH2:10])C=CC=CC=1.[CH2:11]1[C:19]2[C:14](=[CH:15][CH:16]=[CH:17][CH:18]=2)[CH2:13][N:12]1[C:20]([NH:22][CH2:23][CH2:24][CH2:25][CH2:26][CH2:27][CH2:28][C:29]([OH:31])=O)=[O:21].C1C2C(=CC=CC=2)CN1[C:41](NC1C=CC(C(O)=O)=CC=1)=[O:42]>>[O:31]=[C:29]([NH:10][CH2:9][C@H:8]1[CH2:7][CH2:1][O:42][CH2:41]1)[CH2:28][CH2:27][CH2:26][CH2:25][CH2:24][CH2:23][NH:22][C:20]([N:12]1[CH2:11][C:19]2[C:14](=[CH:15][CH:16]=[CH:17][CH:18]=2)[CH2:13]1)=[O:21]. Reactants: BrC=1C(=C2CC[C@@H](N(C2=CC1)C(C)=O)C)O ((S)-1-(6-bromo-5-hydroxy-2-methyl-3,4-dihydroquinolin-1(2H)-yl)ethanone), ClC1=NC=C2N(C=NC2=N1)C1OCCCC1 (2-chloro-7-(tetrahydro-2H-pyran-2-yl)-7H-purine), C([O-])([O-])=O.[K+].[K+] (potassium carbonate). The solvent is CN(C=O)C (N,N-dimethylformamide). Run at temperature 110 celsius, time 8 hour. Yields the product BrC=1C(=C2CC[C@@H](N(C2=CC1)C(C)=O)C)OC1=NC=C2N(C=NC2=N1)C1OCCCC1 (1-((S)-6-bromo-2-methyl-5-(7-(tetrahydro-2H-pyran-2-yl)-7H-purin-2-yloxy)-3,4-dihydroquinolin-1(2H)-yl)ethanone). Isolated yield 68.5%. RXN SMILES: [Br:1][C:2]1[C:3]([OH:16])=[C:4]2[C:9](=[CH:10][CH:11]=1)[N:8]([C:12](=[O:14])[CH3:13])[C@@H:7]([CH3:15])[CH2:6][CH2:5]2.Cl[C:18]1[N:26]=[C:25]2[C:21]([N:22]([CH:27]3[CH2:32][CH2:31][CH2:30][CH2:29][O:28]3)[CH:23]=[N:24]2)=[CH:20][N:19]=1.C(=O)([O-])[O-].[K+].[K+]>CN(C)C=O>[Br:1][C:2]1[C:3]([O:16][C:18]2[N:26]=[C:25]3[C:21]([N:22]([CH:27]4[CH2:32][CH2:31][CH2:30][CH2:29][O:28]4)[CH:23]=[N:24]3)=[CH:20][N:19]=2)=[C:4]2[C:9](=[CH:10][CH:11]=1)[N:8]([C:12](=[O:14])[CH3:13])[C@@H:7]([CH3:15])[CH2:6][CH2:5]2 |f:2.3.4|. Procedure: A 100-mL, round-bottom flask was charged with (S)-1-(6-bromo-5-hydroxy-2-methyl-3,4-dihydroquinolin-1(2H)-yl)ethanone (0.170 g, 0.60 mmol), 2-chloro-7-(tetrahydro-2H-pyran-2-yl)-7H-purine (0.200 g, 0.84 mmol), potassium carbonate (0.247 g, 1.79 mmol) and N,N-dimethylformamide (6 mL). The resulting mixture stirred overnight at 110° C. After cooling to room temperature, the reaction mixture was filtered, and the filtrate was concentrated under vacuum. The residue was purified by preparative thin l... Reactants: COc1ccc(CN2CCN(C(=O)C(CC(C)C)NC(=O)OC(C)(C)C)CC2)c(OC)c1OC, CCOC(C)=O, Cl. Product: COc1ccc(CN2CCN(C(=O)C(N)CC(C)C)CC2)c(OC)c1OC. Reaction SMILES: [CH3:2][CH:3]([CH2:4][CH:5]([C:6](=[O:7])[N:8]1[CH2:9][CH2:10][N:11]([CH2:14][c:15]2[c:16]([O:25][CH3:26])[c:17]([O:23][CH3:24])[c:18]([O:21][CH3:22])[cH:19][cH:20]2)[CH2:12][CH2:13]1)[NH:27][C:28](=[O:29])[O:30][C:31]([CH3:32])([CH3:33])[CH3:34])[CH3:35].[CH3:36][CH2:37][O:38][C:39](=[O:40])[CH3:41].[ClH:1]>>[CH3:2][CH:3]([CH2:4][CH:5]([C:6](=[O:7])[N:8]1[CH2:9][CH2:10][N:11]([CH2:14][c:15]2[c:16]([O:25][CH3:26])[c:17]([O:23][CH3:24])[c:18]([O:21][CH3:22])[cH:19][cH:20]2)[CH2:12][CH2:13]1)[NH2:27])[CH3:35].